Dataset: the Open Reaction Database (ORD), a public repository of structured organic reaction records. Task: describe an organic reaction: reactants, conditions, products, and yield The reactants are C(C)(=O)O[BH-](OC(C)=O)OC(C)=O.[Na+] (sodium triacetoxyborohydride), C(C)OC(CN1C(C=2C(C1=O)=CC=CC2)=O)OCC (phthalimidoacetaldehyde diethyl acetal), C(C1=CC=CC=C1)N1C2=C(N[C@H]3[C@@H](C1=O)CCC3)C=CC=C2 ((3aR*,10aS*)-9-benzyl-2,3,3a,4,9,10a-hexahydrobenzo[b]cyclopenta [e][1,4]diazepin-10(1H)-one), Cl (HCl). Solvent: O (water), ClCCl (dichloromethane), C(C)(=O)O (acetic acid). Run at temperature 50 celsius, time 80 minute. The product is C(C1=CC=CC=C1)N1C2=C(N([C@H]3[C@@H](C1=O)CCC3)CCN3C(C=1C(C3=O)=CC=CC1)=O)C=CC=C2 ((3aR*,10aS*)-9-Benzyl-4-(2-phthalimidoethyl)-2,3,3a,4,9,10a-hexahydrobenzo[b]cyclopenta[e][1,4]-diazepin-10(1H)-one). Yield: 57.3%. RXN SMILES: C(O[CH:4](OCC)[CH2:5][N:6]1[C:10](=[O:11])[C:9]2=[CH:12][CH:13]=[CH:14][CH:15]=[C:8]2[C:7]1=[O:16])C.Cl.[CH2:21]([N:28]1[C:34](=[O:35])[C@H:33]2[CH2:36][CH2:37][CH2:38][C@H:32]2[NH:31][C:30]2[CH:39]=[CH:40][CH:41]=[CH:42][C:29]1=2)[C:22]1[CH:27]=[CH:26][CH:25]=[CH:24][CH:23]=1.C(O[BH-](OC(=O)C)OC(=O)C)(=O)C.[Na+]>C(O)(=O)C.O.ClCCl>[CH2:21]([N:28]1[C:34](=[O:35])[C@H:33]2[CH2:36][CH2:37][CH2:38][C@H:32]2[N:31]([CH2:4][CH2:5][N:6]2[C:7](=[O:16])[C:8]3=[CH:15][CH:14]=[CH:13][CH:12]=[C:9]3[C:10]2=[O:11])[C:30]2[CH:39]=[CH:40][CH:41]=[CH:42][C:29]1=2)[C:22]1[CH:23]=[CH:24][CH:25]=[CH:26][CH:27]=1 |f:3.4|. Procedure details: To a solution of phthalimidoacetaldehyde diethyl acetal (790 mg, 3.0 mmol) in acetic acid (2.5 mL) was added conc.HCl (0.1 mL). The mixture was stirred for 80 minutes at 50° C. The reaction mixture was cooled to room temperature, to which was added (3aR*,10aS*)-9-benzyl-2,3,3a,4,9,10a-hexahydrobenzo[b]cyclopenta [e][1,4]diazepin-10(1H)-one (877 mg, 3.0 mmol), and the mixture was stirred for 25 minutes at room temperatures. To this solution was added, sodium triacetoxyborohydride (805 mg, 3.9 mmo... The reactants are ClC1=C2C(C(=O)OC2=O)=CC=C1 (3-chlorophthalic anhydride), [H-].[Al+3].[Li+].[H-].[H-].[H-] (lithium aluminium hydride), O (water), [OH-].[Na+] (sodium hydroxide), O (water). Solvent: O1CCCC1 (tetrahydrofuran), C(C)OCC (diethyl ether). Product: OCC1=C(C(=CC=C1)Cl)CO (1,2-Bishydroxymethyl-3-chlorobenzene). Reaction SMILES: [H-].[Al+3].[Li+].[H-].[H-].[H-].[Cl:7][C:8]1[CH:18]=[CH:17][CH:16]=[C:10]2[C:11]([O:13][C:14](=O)[C:9]=12)=[O:12].O.[OH-].[Na+]>C(OCC)C.O1CCCC1>[OH:12][CH2:11][C:10]1[CH:16]=[CH:17][CH:18]=[C:8]([Cl:7])[C:9]=1[CH2:14][OH:13] |f:0.1.2.3.4.5,8.9|. Reported procedure: To a suspension of 5 g of lithium aluminium hydride in 50 ml of dry diethyl ether was added dropwise with stirring a solution of 10 g (54.8 mmole) of 3-chlorophthalic anhydride in 120 ml of dry tetrahydrofuran. After heating under reflux for 6 hours, the mixture was cooled and treated carefully with 5 ml of water, 5 ml of 10% sodium hydroxide solution and 10 ml of water. The solution was filtered, the filtrate was dried over magnesium sulphate, filtered and evaporated to yield the title compound... Reactants: C1CCOC1, CCO, Cc1cc(=O)[nH]c2nc(C=CCCCN3CCN(c4cccc(Cl)c4Cl)CC3)ccc12, O. Yields the product Cc1cc(=O)[nH]c2nc(CCCCCN3CCN(c4cccc(Cl)c4Cl)CC3)ccc12. RXN SMILES: [CH2:32]1[O:33][CH2:34][CH2:35][CH2:36]1.[CH3:38][CH2:39][OH:40].[Cl:1][c:2]1[c:3]([N:9]2[CH2:10][CH2:11][N:12]([CH2:15][CH2:16][CH2:17][CH:18]=[CH:19][c:20]3[cH:21][cH:22][c:23]4[c:24]([CH3:31])[cH:25][c:26](=[O:30])[nH:27][c:28]4[n:29]3)[CH2:13][CH2:14]2)[cH:4][cH:5][cH:6][c:7]1[Cl:8].[OH2:37]>>[Cl:1][c:2]1[c:3]([N:9]2[CH2:10][CH2:11][N:12]([CH2:15][CH2:16][CH2:17][CH2:18][CH2:19][c:20]3[cH:21][cH:22][c:23]4[c:24]([CH3:31])[cH:25][c:26](=[O:30])[nH:27][c:28]4[n:29]3)[CH2:13][CH2:14]2)[cH:4][cH:5][cH:6][c:7]1[Cl:8].